From a dataset of the Open Reaction Database (ORD), a public repository of structured organic reaction records. describe an organic reaction: reactants, conditions, products, and yield The reactants are O.[Mn](=O)(=O)(=O)[O-].[Na+] (sodium permanganate monohydrate), S([O-])(O)(=O)=O.[Na+] (sodium bisulfate), CC(C)([O-])C.[K+] (potassium tert-butoxide), COC1=C(C(=O)O)C=CC(=C1SC)C(F)(F)F (2-methoxy-3-(methylsulfanyl)-4-(trifluoromethyl)benzoic acid), N#CN (cyanamide), BrN1C(CCC1=O)=O (N-bromsuccinimide), O.[Mn](=O)(=O)(=O)[O-].[Na+] (sodium permanganate monohydrate). Solvent: CO (methanol). Conditions: time 10 minute. Yields the product C(#N)N=S(=O)(C)C=1C(=C(C(=O)O)C=CC1C(F)(F)F)OC (3-(N-cyano-S-methylsulfonimidoyl)-2-methoxy-4-(trifluoromethyl)benzoic acid). Yield: 26.9%. Reaction SMILES: CC(C)([O-])C.[K+].[CH3:7][O:8][C:9]1[C:17]([S:18][CH3:19])=[C:16]([C:20]([F:23])([F:22])[F:21])[CH:15]=[CH:14][C:10]=1[C:11]([OH:13])=[O:12].[N:24]#[C:25][NH2:26].BrN1C(=[O:33])CCC1=O.O.[Mn]([O-])(=O)(=O)=O.[Na+].S(=O)(=O)(O)[O-].[Na+]>CO>[C:25]([N:26]=[S:18]([C:17]1[C:9]([O:8][CH3:7])=[C:10]([CH:14]=[CH:15][C:16]=1[C:20]([F:23])([F:22])[F:21])[C:11]([OH:13])=[O:12])([CH3:19])=[O:33])#[N:24] |f:0.1,5.6.7,8.9|. Procedure: 3.71 g (33.1 mmol) of potassium tert-butoxide were added to a solution of 4.00 g (15.0 mmol) of 2-methoxy-3-(methylsulfanyl)-4-(trifluoromethyl)benzoic acid in 250 ml of methanol. The mixture was stirred for 10 minutes, and 1.07 g (25.5 mmol) of cyanamide and 4.81 g (27.0 mmol) of N-bromsuccinimide were then added in succession. The contents was then stirred at RT for 2 h. The mixture was then freed from the solvent on a rotary evaporator and the residue was taken up in a mixture of in each case...